This data is from the Open Reaction Database (ORD), a public repository of structured organic reaction records. The task is: describe an organic reaction: reactants, conditions, products, and yield Starting materials: OC1=CC=C(C=O)C=C1 (4-hydroxy-benzaldehyde), C([O-])([O-])=O.[K+].[K+] (potassium carbonate), FC=1C=C(CBr)C=CC1 (3-fluoro-benzylbromide). Solvent: CN(C=O)C (N,N-dimethylformamide), CN(C=O)C (N,N-dimethylformamide), O (water). Yields the product FC=1C=C(COC2=CC=C(C=O)C=C2)C=CC1 (4-(3-Fluoro-benzyloxy)-benzaldehyde). Yield: 87.1%. As a reaction SMILES: [OH:1][C:2]1[CH:9]=[CH:8][C:5]([CH:6]=[O:7])=[CH:4][CH:3]=1.C(=O)([O-])[O-].[K+].[K+].[F:16][C:17]1[CH:18]=[C:19]([CH:22]=[CH:23][CH:24]=1)[CH2:20]Br>CN(C)C=O.O>[F:16][C:17]1[CH:18]=[C:19]([CH:22]=[CH:23][CH:24]=1)[CH2:20][O:1][C:2]1[CH:9]=[CH:8][C:5]([CH:6]=[O:7])=[CH:4][CH:3]=1 |f:1.2.3|. Procedure: A mixture of 6.0 g of 4-hydroxy-benzaldehyde and 13.58 g of potassium carbonate in 60 ml of N,N-dimethylformamide was treated dropwise at room temperature with a solution of 11.14 g of 3-fluoro-benzylbromide in 30 ml of N,N-dimethylformamide. After 3 h the reaction mixture was diluted with water and extracted with ether. The organic layer was washed with water, dried over magnesium sulphate and evaporated to yield an oil (9.85 g) which crystallised on standing; MS: m/e=230 (M)+. The crude produc...